This data is from the Open Reaction Database (ORD), a public repository of structured organic reaction records. The task is: describe an organic reaction: reactants, conditions, products, and yield Starting materials: CC(C)(C)OC(=O)N1CCN(c2cnc3ccc(Br)cc3n2)C(=O)C1, O=C([O-])O, C1COCCO1, CC1(C)OB(c2cncc(NS(=O)(=O)c3ccccc3)c2)OC1(C)C, [Na+]. Product: CC(C)(C)OC(=O)N1CCN(c2cnc3ccc(-c4cncc(NS(=O)(=O)c5ccccc5)c4)cc3n2)C(=O)C1. RXN SMILES: [Br:1][c:2]1[cH:3][cH:4][c:5]2[n:6][cH:7][c:8]([N:12]3[C:13](=[O:25])[CH2:14][N:15]([C:18](=[O:19])[O:20][C:21]([CH3:22])([CH3:23])[CH3:24])[CH2:16][CH2:17]3)[n:9][c:10]2[cH:11]1.[C:51](=[O:52])([OH:53])[O-:54].[CH2:56]1[O:57][CH2:58][CH2:59][O:60][CH2:61]1.[CH3:26][C:27]1([CH3:28])[C:29]([CH3:30])([CH3:31])[O:32][B:33]([c:34]2[cH:35][c:36]([NH:40][S:41](=[O:42])(=[O:43])[c:44]3[cH:45][cH:46][cH:47][cH:48][cH:49]3)[cH:37][n:38][cH:39]2)[O:50]1.[Na+:55]>>[c:2]1(-[c:34]2[cH:35][c:36]([NH:40][S:41](=[O:42])(=[O:43])[c:44]3[cH:45][cH:46][cH:47][cH:48][cH:49]3)[cH:37][n:38][cH:39]2)[cH:3][cH:4][c:5]2[n:6][cH:7][c:8]([N:12]3[C:13](=[O:25])[CH2:14][N:15]([C:18](=[O:19])[O:20][C:21]([CH3:22])([CH3:23])[CH3:24])[CH2:16][CH2:17]3)[n:9][c:10]2[cH:11]1. The reactants are CCC(=O)CC(=O)OC, CC(C)(C)[O-], CC(C)(C)O, CS(=O)(=O)c1ccc(CCl)cc1, [K+], C1CCOC1, O. The product is CCC(=O)C(Cc1ccc(S(C)(=O)=O)cc1)C(=O)OC. RXN SMILES: [CH3:12][O:13][C:14]([CH2:15][C:16]([CH2:17][CH3:18])=[O:19])=[O:20].[CH3:1][C:2]([CH3:3])([O-:4])[CH3:5].[CH3:7][C:8]([OH:9])([CH3:10])[CH3:11].[Cl:21][CH2:22][c:23]1[cH:24][cH:25][c:26]([S:29](=[O:30])(=[O:31])[CH3:32])[cH:27][cH:28]1.[K+:6].[O:33]1[CH2:34][CH2:35][CH2:36][CH2:37]1.[OH2:38]>>[CH3:12][O:13][C:14]([CH:15]([C:16]([CH2:17][CH3:18])=[O:19])[CH2:22][c:23]1[cH:24][cH:25][c:26]([S:29](=[O:30])(=[O:31])[CH3:32])[cH:27][cH:28]1)=[O:20]. Yields the product CCOc1nc(C(C)(C)C)ncc1C1=NC(C)(c2ccc(Cl)cc2)C(C)(c2ccc(Cl)cc2)N1C(=O)N1CCCC(C(N)=O)C1. As a reaction SMILES: [C:1]([CH3:2])([CH3:3])([CH3:4])[c:5]1[n:6][cH:7][c:8]([C:14]2=[N:18][C:17]([CH3:19])([c:20]3[cH:21][cH:22][c:23]([Cl:26])[cH:24][cH:25]3)[C:16]([CH3:27])([c:28]3[cH:29][cH:30][c:31]([Cl:34])[cH:32][cH:33]3)[N:15]2[C:35](=[O:36])[Cl:37])[c:9]([O:11][CH2:12][CH3:13])[n:10]1.[NH:38]1[CH2:39][CH:40]([C:44](=[O:45])[NH2:46])[CH2:41][CH2:42][CH2:43]1>>[C:1]([CH3:2])([CH3:3])([CH3:4])[c:5]1[n:6][cH:7][c:8]([C:14]2=[N:18][C:17]([CH3:19])([c:20]3[cH:21][cH:22][c:23]([Cl:26])[cH:24][cH:25]3)[C:16]([CH3:27])([c:28]3[cH:29][cH:30][c:31]([Cl:34])[cH:32][cH:33]3)[N:15]2[C:35](=[O:36])[N:38]2[CH2:39][CH:40]([C:44](=[O:45])[NH2:46])[CH2:41][CH2:42][CH2:43]2)[c:9]([O:11][CH2:12][CH3:13])[n:10]1. The reactants are CCOc1nc(C(C)(C)C)ncc1C1=NC(C)(c2ccc(Cl)cc2)C(C)(c2ccc(Cl)cc2)N1C(=O)Cl, NC(=O)C1CCCNC1. Starting materials: N[C@H]1[C@@H](SC2=C(N(C1=O)CC(=O)OC(C)(C)C)C=CC=C2)C2=CC=CC=C2 (tert-butyl trans-3-amino-4-oxo-2-phenyl-2,3,4,5-tetrahydro-1,5-benzothiazepine-5-acetate), N1C(=CC2=CC=CC=C12)C(=O)ON1C(CCC1=O)=O (succinimido indolecarboxylate), ice water. The solvent is CN(C=O)C (dimethylformamide). Reaction conditions: temperature 60 celsius, time 33.5 hour. Yields the product N1C(=CC2=CC=CC=C12)C(=O)N[C@H]1[C@@H](SC2=C(N(C1=O)CC(=O)OC(C)(C)C)C=CC=C2)C2=CC=CC=C2 (tert-butyl trans-3-(2-indolecarboxamido)-4-oxo-2-phenyl-2,3,4,5-tetrahydro-1,5-benzothiazepine-5-acetate). The yield is 89.7%. RXN SMILES: [NH2:1][C@@H:2]1[C:8](=[O:9])[N:7]([CH2:10][C:11]([O:13][C:14]([CH3:17])([CH3:16])[CH3:15])=[O:12])[C:6]2[CH:18]=[CH:19][CH:20]=[CH:21][C:5]=2[S:4][C@H:3]1[C:22]1[CH:27]=[CH:26][CH:25]=[CH:24][CH:23]=1.[NH:28]1[C:36]2[C:31](=[CH:32][CH:33]=[CH:34][CH:35]=2)[CH:30]=[C:29]1[C:37](ON1C(=O)CCC1=O)=[O:38]>CN(C)C=O>[NH:28]1[C:36]2[C:31](=[CH:32][CH:33]=[CH:34][CH:35]=2)[CH:30]=[C:29]1[C:37]([NH:1][C@@H:2]1[C:8](=[O:9])[N:7]([CH2:10][C:11]([O:13][C:14]([CH3:17])([CH3:16])[CH3:15])=[O:12])[C:6]2[CH:18]=[CH:19][CH:20]=[CH:21][C:5]=2[S:4][C@H:3]1[C:22]1[CH:23]=[CH:24][CH:25]=[CH:26][CH:27]=1)=[O:38]. Procedure details: In 300 ml of dimethylformamide are dissolved 18 g of tert-butyl trans-3-amino-4-oxo-2-phenyl-2,3,4,5-tetrahydro-1,5-benzothiazepine-5-acetate and 12 g of succinimido indolecarboxylate as synthesized by a known method, and the solution is stirred at 60° C. for 33.5 hours. The reaction mixture is poured to ice-water, and the mixture is stirred to separate crystals, which are collected by filtration and washed with water and dried to give 22 g of tert-butyl trans-3-(2-indolecarboxamido)-4-oxo-2-phe... Reactants: P(=O)(OCC(COCCCCCCCCCCCCCCCC)OCC1=CC=CC=C1)(OC=C1[N+](CCC1)(C)C)[O-] (2-Benzyloxy-3-hexadecyloxypropyl 1,1-dimethylpyrrolidinio-2-ylmethyl phosphate), [H][H] (hydrogen). Reagents/catalysts: [Pd] (palladium). Run in C(C)O (ethanol). The product is P(=O)(OCC(COCCCCCCCCCCCCCCCC)O)(OC=C1[N+](CCC1)(C)C)[O-] (3-hexadecyloxy-2-hydroxypropyl 1,1-dimethylpyrrolidinio-2-ylmethyl phosphate). The yield is 80.7%. Reaction SMILES: [P:1]([O-:41])([O:32][CH:33]=[C:34]1[CH2:38][CH2:37][CH2:36][N+:35]1([CH3:40])[CH3:39])([O:3][CH2:4][CH:5]([O:24]CC1C=CC=CC=1)[CH2:6][O:7][CH2:8][CH2:9][CH2:10][CH2:11][CH2:12][CH2:13][CH2:14][CH2:15][CH2:16][CH2:17][CH2:18][CH2:19][CH2:20][CH2:21][CH2:22][CH3:23])=[O:2].[H][H]>C(O)C.[Pd]>[P:1]([O-:41])([O:32][CH:33]=[C:34]1[CH2:38][CH2:37][CH2:36][N+:35]1([CH3:40])[CH3:39])([O:3][CH2:4][CH:5]([OH:24])[CH2:6][O:7][CH2:8][CH2:9][CH2:10][CH2:11][CH2:12][CH2:13][CH2:14][CH2:15][CH2:16][CH2:17][CH2:18][CH2:19][CH2:20][CH2:21][CH2:22][CH3:23])=[O:2]. Reported procedure: In 20 ml of ethanol was dissolved 162 mg of 2-Benzyloxy-3-hexadecyloxypropyl 1,1-dimethylpyrrolidinio-2-ylmethyl phosphate prepared in Example 7, and 20 mg of palladium(5%)-carbon (catalyst) was added to the resulting solution. The mixture was stirred overnight at 50° C. in a stream of hydrogen. The reaction liquid was cooled, and the catalyst was removed by filtration. The filtrate was concentrated under reduced pressure to give 111 mg of 3-hexadecyloxy-2-hydroxypropyl 1,1-dimethylpyrrolidinio-...